Dataset: the Open Reaction Database (ORD), a public repository of structured organic reaction records. Task: describe an organic reaction: reactants, conditions, products, and yield The reactants are CO (Methanol), aqueous solution, [OH-].[Na+] (sodium hydroxide), ClC=1C=C2C(=NN=C(C2=CC1)N1CCC(CC1)C(=O)OCC)NCC1=CC(=C(C=C1)OC)Cl (6-Chloro-4-(3-chloro-4-methoxybenzyl)amino-1-(4-ethoxycarbonylpiperidino)phthalazine). Run in O1CCCC1 (tetrahydrofuran). Conditions: time 8 hour. Yields the product C(=O)(O)C1CCN(CC1)C1=NN=C(C2=CC(=CC=C12)Cl)NCC1=CC(=C(C=C1)OC)Cl (1-(4-Carboxypiperidino)-6-chloro-4-(3-chloro-4-methoxybenzyl)aminophthalazine). The yield is 97.6%. RXN SMILES: CO.[OH-].[Na+].[Cl:5][C:6]1[CH:7]=[C:8]2[C:13](=[CH:14][CH:15]=1)[C:12]([N:16]1[CH2:21][CH2:20][CH:19]([C:22]([O:24]CC)=[O:23])[CH2:18][CH2:17]1)=[N:11][N:10]=[C:9]2[NH:27][CH2:28][C:29]1[CH:34]=[CH:33][C:32]([O:35][CH3:36])=[C:31]([Cl:37])[CH:30]=1>O1CCCC1>[C:22]([CH:19]1[CH2:20][CH2:21][N:16]([C:12]2[C:13]3[C:8](=[CH:7][C:6]([Cl:5])=[CH:15][CH:14]=3)[C:9]([NH:27][CH2:28][C:29]3[CH:34]=[CH:33][C:32]([O:35][CH3:36])=[C:31]([Cl:37])[CH:30]=3)=[N:10][N:11]=2)[CH2:17][CH2:18]1)([OH:24])=[O:23] |f:1.2|. Procedure details: Methanol (50 ml), tetrahydrofuran (50 ml) and 1N aqueous solution (10 ml) of sodium hydroxide were added to 3.00 g of the compound prepared in Example 42. The obtained mixture was stirred at room temperature overnight and freed from the solvent by vacuum distillation. The residue was dissolved in 100 ml of water, followed by the addition of 10 ml of 1N hydrochloric acid. The crystals thus precipitated were recovered by filtration to give 2.76 g of the title compound as a pale-yellow crystal. The reactants are COc1ccc(Oc2cc(C)ccc2C(C)(C)C)cc1, Cl, O, c1cc[nH+]cc1. Product: Cc1ccc(C(C)(C)C)c(Oc2ccc(O)cc2)c1. Reaction SMILES: [C:1]([CH3:2])([CH3:3])([CH3:4])[c:5]1[c:6]([O:7][c:8]2[cH:9][cH:10][c:11]([O:14][CH3:15])[cH:12][cH:13]2)[cH:16][c:17]([CH3:20])[cH:18][cH:19]1.[ClH:21].[OH2:28].[nH+:22]1[cH:23][cH:24][cH:25][cH:26][cH:27]1>>[C:1]([CH3:2])([CH3:3])([CH3:4])[c:5]1[c:6]([O:7][c:8]2[cH:9][cH:10][c:11]([OH:14])[cH:12][cH:13]2)[cH:16][c:17]([CH3:20])[cH:18][cH:19]1. The reactants are O=C([O-])[O-], CC1(C)OB(c2ccc(-n3cnc4ccccc43)cc2)OC1(C)C, COC(=O)c1cnc(Br)n1C, COCCOC, CCOC(C)=O, [K+], [K+], c1ccc(P(c2ccccc2)(c2ccccc2)[Pd](P(c2ccccc2)(c2ccccc2)c2ccccc2)(P(c2ccccc2)(c2ccccc2)c2ccccc2)P(c2ccccc2)(c2ccccc2)c2ccccc2)cc1. Yields the product COC(=O)c1cnc(-c2ccc(-n3cnc4ccccc43)cc2)n1C. RXN SMILES: [C:36](=[O:37])([O-:38])[O-:39].[CH3:1][C:2]1([CH3:3])[C:4]([CH3:5])([CH3:6])[O:7][B:8]([c:9]2[cH:10][cH:11][c:12](-[n:15]3[cH:16][n:17][c:18]4[c:19]3[cH:20][cH:21][cH:22][cH:23]4)[cH:13][cH:14]2)[O:24]1.[CH3:25][O:26][C:27](=[O:28])[c:29]1[n:30]([CH3:35])[c:31]([Br:34])[n:32][cH:33]1.[CH3:42][O:43][CH2:44][CH2:45][O:46][CH3:47].[CH3:48][CH2:49][O:50][C:51](=[O:52])[CH3:53].[K+:40].[K+:41].[cH:54]1[cH:55][cH:56][c:57]([P:58]([Pd:59]([P:60]([c:61]2[cH:62][cH:63][cH:64][cH:65][cH:66]2)([c:67]2[cH:68][cH:69][cH:70][cH:71][cH:72]2)[c:73]2[cH:74][cH:75][cH:76][cH:77][cH:78]2)([P:79]([c:80]2[cH:81][cH:82][cH:83][cH:84][cH:85]2)([c:86]2[cH:87][cH:88][cH:89][cH:90][cH:91]2)[c:92]2[cH:93][cH:94][cH:95][cH:96][cH:97]2)[P:98]([c:99]2[cH:100][cH:101][cH:102][cH:103][cH:104]2)([c:105]2[cH:106][cH:107][cH:108][cH:109][cH:110]2)[c:111]2[cH:112][cH:113][cH:114][cH:115][cH:116]2)([c:117]2[cH:118][cH:119][cH:120][cH:121][cH:122]2)[c:123]2[cH:124][cH:125][cH:126][cH:127][cH:128]2)[cH:129][cH:130]1>>[c:9]1(-[c:31]2[n:30]([CH3:35])[c:29]([C:27]([O:26][CH3:25])=[O:28])[cH:33][n:32]2)[cH:10][cH:11][c:12](-[n:15]2[cH:16][n:17][c:18]3[c:19]2[cH:20][cH:21][cH:22][cH:23]3)[cH:13][cH:14]1. Reactants: BrC1=CC=C(C=C1)C(CC)(C)C (1-bromo-4-(1,1-dimethylpropyl)-benzene), [Li]CCCC (nBuLi), CN(C)C=O (DMF). Product: CC(CC)(C)C1=CC=C(C=O)C=C1 (4-(1,1-dimethylpropyl)-benzaldehyde). Yield: 90.0%. RXN SMILES: Br[C:2]1[CH:7]=[CH:6][C:5]([C:8]([CH3:12])([CH3:11])[CH2:9][CH3:10])=[CH:4][CH:3]=1.[Li]CCCC.CN([CH:21]=[O:22])C>>[CH3:11][C:8]([C:5]1[CH:6]=[CH:7][C:2]([CH:21]=[O:22])=[CH:3][CH:4]=1)([CH3:12])[CH2:9][CH3:10]. Procedure: The title compound was synthesized in analogy to example S1-A using 1-bromo-4-(1,1-dimethylpropyl)-benzene (synthesized in analogy to a procedure described in J. Chem. Res. Miniprint., 1997, 12, 2701-2733) (250 mg, 1.10 mmol), nBuLi (825 μl, 1.6M solution in hexane, 1.32 mmol) and DMF (427 μl, 5.50 mmol). The isolated residue was purified by flash column chromatography (1:9 ether:pentane) to give 4-(1,1-dimethylpropyl)-benzaldehyde (175 mg, 90%) as a colorless oil. 1H NMR (CDCl3, 300 MHz): 9.99 ... Reactants: C1=C2C=C3N(C2=CC=C1)CC[C@@H](C3)C(=O)OC3(CCC(CC3)C(C)C)C (1-menthyl 6,7,8,9tetrahydropyrido[1,2-a]indole-8(S)-carboxylate), [H-].[Al+3].[Li+].[H-].[H-].[H-] (lithium aluminum hydride), C(C)(=O)OCC (ethyl acetate), Cl (hydrochloric acid). Solvent: O1CCCC1 (tetrahydrofuran), O (water). Run at time 10 minute. Yields the product OC[C@@H]1CC=2N(C3=CC=CC=C3C2)CC1 ((S)-8-(hydroxymethyl)-6,7,8,9-tetrahydropyrido[1,2-a]indole). RXN SMILES: [CH:1]1[CH:9]=[CH:8][CH:7]=[C:6]2[C:2]=1[CH:3]=[C:4]1[CH2:13][C@@H:12]([C:14](OC3(C)CCC(C(C)C)CC3)=[O:15])[CH2:11][CH2:10][N:5]12.[H-].[Al+3].[Li+].[H-].[H-].[H-].C(OCC)(=O)C.Cl>O1CCCC1.O>[OH:15][CH2:14][C@H:12]1[CH2:11][CH2:10][N:5]2[C:6]3[C:2]([CH:3]=[C:4]2[CH2:13]1)=[CH:1][CH:9]=[CH:8][CH:7]=3 |f:1.2.3.4.5.6|. Reported procedure: A solution of 0.8 g (2.27 mmol) of 1-menthyl 6,7,8,9tetrahydropyrido[1,2-a]indole-8(S)-carboxylate in 15 ml of dry tetrahydrofuran was treated dropwise under a nitrogen atmosphere with 2 ml (2 mmol) of 1M lithium aluminum hydride. After 10 minutes, the mixture was cooled in ice, treated successively with 5 ml of ethyl acetate and 30 ml of water and acidified with 1M hydrochloric acid. The mixture was extracted three times with diethyl ether and the combined extracts were dried over sodium sulfat...